This data is from the Open Reaction Database (ORD), a public repository of structured organic reaction records. The task is: describe an organic reaction: reactants, conditions, products, and yield Reactants: Cc1ccc(-c2ccccc2C(=O)Nc2ccc(C(=O)N(C)c3ccccc3OCCCCCN3C(=O)c4ccccc4C3=O)cc2)cc1, CCO, CCOCC, NN, O. Product: Cc1ccc(-c2ccccc2C(=O)Nc2ccc(C(=O)N(C)c3ccccc3OCCCCCN)cc2)cc1. RXN SMILES: [CH3:1][c:2]1[cH:3][cH:4][c:5](-[c:8]2[c:9]([C:14](=[O:15])[NH:16][c:17]3[cH:18][cH:19][c:20]([C:21](=[O:22])[N:23]([c:24]4[c:25]([O:30][CH2:31][CH2:32][CH2:33][CH2:34][CH2:35][N:36]5[C:37](=[O:38])[c:39]6[cH:40][cH:41][cH:42][cH:43][c:44]6[C:45]5=[O:46])[cH:26][cH:27][cH:28][cH:29]4)[CH3:47])[cH:48][cH:49]3)[cH:10][cH:11][cH:12][cH:13]2)[cH:6][cH:7]1.[CH3:53][CH2:54][OH:55].[CH3:56][CH2:57][O:58][CH2:59][CH3:60].[NH2:51][NH2:52].[OH2:50]>>[CH3:1][c:2]1[cH:3][cH:4][c:5](-[c:8]2[c:9]([C:14](=[O:15])[NH:16][c:17]3[cH:18][cH:19][c:20]([C:21](=[O:22])[N:23]([c:24]4[c:25]([O:30][CH2:31][CH2:32][CH2:33][CH2:34][CH2:35][NH2:36])[cH:26][cH:27][cH:28][cH:29]4)[CH3:47])[cH:48][cH:49]3)[cH:10][cH:11][cH:12][cH:13]2)[cH:6][cH:7]1. The reactants are FC(C1=C(C=CC=C1)C(C)=O)(F)F (2′-(trifluoromethyl)acetophenone), BrBr (bromine). Solvent: ClCCl (dichloromethane). Product: BrCC(=O)C1=C(C=CC=C1)C(F)(F)F (2-bromo-1-(2-trifluoromethyl-phenyl)-ethanone). Isolated yield 92.8%. Reaction SMILES: [F:1][C:2]([F:13])([F:12])[C:3]1[CH:8]=[CH:7][CH:6]=[CH:5][C:4]=1[C:9](=[O:11])[CH3:10].[Br:14]Br>ClCCl>[Br:14][CH2:10][C:9]([C:4]1[CH:5]=[CH:6][CH:7]=[CH:8][C:3]=1[C:2]([F:12])([F:13])[F:1])=[O:11]. Reported procedure: To a solution of 20.00 g (0.11 mole) of 2′-(trifluoromethyl)acetophenone in 200 mL of dichloromethane was added 5.5 mL (0.11 mole) of bromine over 90 minutes. A stream of nitrogen was bubbled through the reaction mixture for 15 minutes. The mixture solvent was removed under reduced pressure. The residue was dissolved with ethanol, and then concentrated under reduced pressure to give 27.25 g of 2-bromo-1-(2-trifluoromethyl-phenyl)-ethanone as a yellow oil, which was used in the next step without ...